This data is from the Open Reaction Database (ORD), a public repository of structured organic reaction records. The task is: describe an organic reaction: reactants, conditions, products, and yield The reactants are C(#N)C1=C(C=CC=C1)C=1C(N(C=C(C1)C1=NC=CC=C1)C1=CC(=CC=C1)C=O)=O (3-(2-Cyanophenyl)-5-(2-pyridyl)-1-(3-formylphenyl)-1,2-dihydropyridin-2-one), [BH4-].[Na+] (sodium borohydride). Solvent: CO (methanol), C(C)(=O)OCC (ethyl acetate). Yields the product C(#N)C1=C(C=CC=C1)C=1C(N(C=C(C1)C1=NC=CC=C1)C1=CC(=CC=C1)CO)=O (3-(2-Cyanophenyl)-5-(2-pyridyl)-1-(3-hydroxymethylphenyl)-1,2-dihydropyridin-2-one). Isolated yield 54.4%. Reaction SMILES: [C:1]([C:3]1[CH:8]=[CH:7][CH:6]=[CH:5][C:4]=1[C:9]1[C:10](=[O:29])[N:11]([C:21]2[CH:26]=[CH:25][CH:24]=[C:23]([CH:27]=[O:28])[CH:22]=2)[CH:12]=[C:13]([C:15]2[CH:20]=[CH:19][CH:18]=[CH:17][N:16]=2)[CH:14]=1)#[N:2].[BH4-].[Na+]>CO.C(OCC)(=O)C>[C:1]([C:3]1[CH:8]=[CH:7][CH:6]=[CH:5][C:4]=1[C:9]1[C:10](=[O:29])[N:11]([C:21]2[CH:26]=[CH:25][CH:24]=[C:23]([CH2:27][OH:28])[CH:22]=2)[CH:12]=[C:13]([C:15]2[CH:20]=[CH:19][CH:18]=[CH:17][N:16]=2)[CH:14]=1)#[N:2] |f:1.2|. Procedure: 3-(2-Cyanophenyl)-5-(2-pyridyl)-1-(3-formylphenyl)-1,2-dihydropyridin-2-one (585 mg) was dissolved in 20 ml of methanol, 260 mg of sodium borohydride were added with ice cooling and the mixture was stirred at room temperature for one night. The reaction solution was diluted with ethyl acetate, washed with a saturated saline solution and dried over anhydrous magnesium sulfate. The drying agent was filtered off and the filtrate was concentrated in vacuo and purified by an NH silica gel column chro... RXN SMILES: CN=C=O.[C:5]1([C:11]2[C:19]([CH:20]=[N:21]O)=[C:14]3[CH:15]=[CH:16][CH:17]=[CH:18][N:13]3[N:12]=2)[CH:10]=[CH:9][CH:8]=[CH:7][CH:6]=1>C(Cl)Cl.C(Cl)(Cl)Cl>[C:5]1([C:11]2[C:19]([C:20]#[N:21])=[C:14]3[CH:15]=[CH:16][CH:17]=[CH:18][N:13]3[N:12]=2)[CH:6]=[CH:7][CH:8]=[CH:9][CH:10]=1. Conditions: time 8 hour. Reported procedure: A solution of methyl isocyanate (0.19 g) in methylene chloride (2 ml) was added dropwise to a mixture of 2-phenylpyrazolo[1,5-a]pyridine-3carbaldehyde oxime (0.52 g) in chloroform (4 ml) with stirring and ice-cooling. The mixture was stirred at room temperature for 2 hours and allowed to stand at room temperature overnight. The solvent was evaporated in vacuo and the residue was chromatographed on silica gel (20 g) with methylene chloride as an eluent. The fractions containing the object compoun... The product is C1(=CC=CC=C1)C1=NN2C(C=CC=C2)=C1C#N (2-phenylpyrazolo[1,5-a]pyridine-3-carbonitrile). Solvent: C(Cl)Cl (methylene chloride), C(Cl)(Cl)Cl (chloroform). Reactants: CN=C=O (methyl isocyanate), C1(=CC=CC=C1)C1=NN2C(C=CC=C2)=C1C=NO (2-phenylpyrazolo[1,5-a]pyridine-3carbaldehyde oxime). The yield is 43.7%. Starting materials: C, O=C(NC(Cc1ccccc1)C(=O)OCc1ccccc1)c1ccccc1O, CO, [Pd]. Yields the product O=C(NC(Cc1ccccc1)C(=O)O)c1ccccc1O. As a reaction SMILES: [C:31].[CH2:1]([c:2]1[cH:3][cH:4][cH:5][cH:6][cH:7]1)[O:8][C:9]([CH:10]([NH:11][C:12]([c:13]1[c:14]([OH:15])[cH:16][cH:17][cH:18][cH:19]1)=[O:20])[CH2:21][c:22]1[cH:23][cH:24][cH:25][cH:26][cH:27]1)=[O:28].[CH3:29][OH:30].[Pd:32]>>[O:8]=[C:9]([CH:10]([NH:11][C:12]([c:13]1[c:14]([OH:15])[cH:16][cH:17][cH:18][cH:19]1)=[O:20])[CH2:21][c:22]1[cH:23][cH:24][cH:25][cH:26][cH:27]1)[OH:28]. The reactants are CC=1C=C2CCN(C(C2=CC1[N+](=O)[O-])=O)C=1C=NC=CC1C (6-Methyl-2-(4-methylpyridin-3-yl)-7-nitro-3,4-dihydroisoquinolin-1(2H)-one). The reagents and catalysts are [Pd] (Pd—C). The solvent is CO (methanol). Product: NC1=C(C=C2CCN(C(C2=C1)=O)C=1C=NC=CC1C)C (7-amino-6-methyl-2-(4-methylpyridin-3-yl)-3,4-dihydroisoquinolin-1(2H)-one). The yield is 47.4%. Reaction SMILES: [CH3:1][C:2]1[CH:3]=[C:4]2[C:9](=[CH:10][C:11]=1[N+:12]([O-])=O)[C:8](=[O:15])[N:7]([C:16]1[CH:17]=[N:18][CH:19]=[CH:20][C:21]=1[CH3:22])[CH2:6][CH2:5]2>[Pd].CO>[NH2:12][C:11]1[CH:10]=[C:9]2[C:4]([CH2:5][CH2:6][N:7]([C:16]3[CH:17]=[N:18][CH:19]=[CH:20][C:21]=3[CH3:22])[C:8]2=[O:15])=[CH:3][C:2]=1[CH3:1]. Reported procedure: 6-Methyl-2-(4-methylpyridin-3-yl)-7-nitro-3,4-dihydroisoquinolin-1(2H)-one (I-69f: 940 mg, 3.154 mmol) was reacted with 10% Pd—C (200 mg) and methanol (15 mL) to afford 400 mg of the product (36% yield). LCMS: 79.19%, m/z=268.1 (M+1) Reactants: COc1ccc(N)cc1OC, CO, O=[N+]([O-])c1cc(S(=O)(=O)Cl)cc(F)c1OC(F)(F)F. Product: COc1ccc(NS(=O)(=O)c2cc(F)c(OC(F)(F)F)c([N+](=O)[O-])c2)cc1OC. RXN SMILES: [CH3:1][O:2][c:3]1[cH:4][c:5]([NH2:6])[cH:7][cH:8][c:9]1[O:10][CH3:11].[CH3:31][OH:32].[F:12][c:13]1[cH:14][c:15]([S:27](=[O:28])(=[O:29])[Cl:30])[cH:16][c:17]([N+:24](=[O:25])[O-:26])[c:18]1[O:19][C:20]([F:21])([F:22])[F:23]>>[CH3:1][O:2][c:3]1[cH:4][c:5]([NH:6][S:27]([c:15]2[cH:14][c:13]([F:12])[c:18]([O:19][C:20]([F:21])([F:22])[F:23])[c:17]([N+:24](=[O:25])[O-:26])[cH:16]2)(=[O:28])=[O:29])[cH:7][cH:8][c:9]1[O:10][CH3:11]. The reactants are C(C)(C)(C)C1=CC=C(C(CCl)=O)C=C1 (4-tert-butylphenacyl chloride), N1=CC=CC=C1 (pyridine). Yields the product [Cl-].C(C)(C)(C)C1=CC=C(C(C[N+]2=CC=CC=C2)=O)C=C1 (4-tert-butylphenacylpyridinium chloride). Isolated yield 94.0%. As a reaction SMILES: [C:1]([C:5]1[CH:14]=[CH:13][C:8]([C:9](=[O:12])[CH2:10][Cl:11])=[CH:7][CH:6]=1)([CH3:4])([CH3:3])[CH3:2].[N:15]1[CH:20]=[CH:19][CH:18]=[CH:17][CH:16]=1>>[Cl-:11].[C:1]([C:5]1[CH:14]=[CH:13][C:8]([C:9](=[O:12])[CH2:10][N+:15]2[CH:20]=[CH:19][CH:18]=[CH:17][CH:16]=2)=[CH:7][CH:6]=1)([CH3:4])([CH3:3])[CH3:2] |f:2.3|. Reported procedure: The title compound was prepared similarly to Example 1 from 4-tert-butylphenacyl chloride and pyridine in a yield of 94%. Starting materials: CN(C)c1ccc(N)cc1, CC(=O)[O-], Cc1nc(Cl)c2ccccc2n1, [Na+]. The product is Cc1nc(Nc2ccc(N(C)C)cc2)c2ccccc2n1. RXN SMILES: [CH3:13][N:14]([c:15]1[cH:16][cH:17][c:18]([NH2:19])[cH:20][cH:21]1)[CH3:22].[CH3:24][C:25](=[O:26])[O-:27].[Cl:1][c:2]1[n:3][c:4]([CH3:12])[n:5][c:6]2[cH:7][cH:8][cH:9][cH:10][c:11]12.[Na+:23]>>[c:2]1([NH:19][c:18]2[cH:17][cH:16][c:15]([N:14]([CH3:13])[CH3:22])[cH:21][cH:20]2)[n:3][c:4]([CH3:12])[n:5][c:6]2[cH:7][cH:8][cH:9][cH:10][c:11]12.